Task: describe an organic reaction: reactants, conditions, products, and yield. Dataset: the Open Reaction Database (ORD), a public repository of structured organic reaction records The reactants are Cc1cc(N)n[nH]1, CC(=O)O, O=Cc1ccncc1N1CCN(c2ccc3ncsc3c2)C1=O. Product: Cc1cc(NCc2ccncc2N2CCN(c3ccc4ncsc4c3)C2=O)n[nH]1. As a reaction SMILES: [CH3:24][c:25]1[cH:26][c:27]([NH2:30])[n:28][nH:29]1.[CH3:31][C:32](=[O:33])[OH:34].[s:1]1[cH:2][n:3][c:4]2[c:5]1[cH:6][c:7]([N:10]1[C:11](=[O:23])[N:12]([c:15]3[cH:16][n:17][cH:18][cH:19][c:20]3[CH:21]=[O:22])[CH2:13][CH2:14]1)[cH:8][cH:9]2>>[s:1]1[cH:2][n:3][c:4]2[c:5]1[cH:6][c:7]([N:10]1[C:11](=[O:23])[N:12]([c:15]3[cH:16][n:17][cH:18][cH:19][c:20]3[CH2:21][NH:30][c:27]3[cH:26][c:25]([CH3:24])[nH:29][n:28]3)[CH2:13][CH2:14]1)[cH:8][cH:9]2. The reactants are C(C1=CC=CC=C1)N1C(CN(CC1)CC1=CC=CC=C1)CF (1,4-dibenzyl-2-fluoromethyl-piperazine), C(C)O (ethanol), C(C)(=O)O (acetic acid). Reagents/catalysts: [Pd] (palladium on carbon). The solvent is CCOCC (ether). Run at time 72 hour. Yields the product C(C)(=O)O.C(C)(=O)O.FCC1NCCNC1 (2-Fluoromethyl-piperazine, diacetate salt). As a reaction SMILES: C([N:8]1[CH2:13][CH2:12][N:11](CC2C=CC=CC=2)[CH2:10][CH:9]1[CH2:21][F:22])C1C=CC=CC=1.C(O)C.[C:26]([OH:29])(=[O:28])[CH3:27]>[Pd].CCOCC>[C:26]([OH:29])(=[O:28])[CH3:27].[C:26]([OH:29])(=[O:28])[CH3:27].[F:22][CH2:21][CH:9]1[CH2:10][NH:11][CH2:12][CH2:13][NH:8]1 |f:5.6.7|. Procedure details: A mixture of 1,4-dibenzyl-2-fluoromethyl-piperazine (0.47 g, 1.6 mmol), ethanol (20 mL), acetic acid (0.4 mL) and 10% palladium on carbon (0.2 g) was hydrogenated at 20° C. and 4 bar for 72 h. Solids were removed by filtration and the filtrate evaporated in vacuo to give a colourless solid. Trituration (twice) with ether gave the title compound (0.332 g) as a colourless solid. 1H NMR (DMSO-d6): 7.38-5.74 (4H, m), 4.40-4.27 (1H, m), 4.27-4.14 (1H, m), 2.94-2.69 (4H, m), 2.69-2.58 (1H, m), 2.58-2.... Starting materials: O=C([O-])[O-], CCOC(=O)N1CC2CC(C)N(C)C2C1, Cl, [K+], [K+]. The product is CC1CC2CNCC2N1C. As a reaction SMILES: [C:16](=[O:17])([O-:18])[O-:19].[CH3:1][N:2]1[CH:3]2[CH2:4][N:5]([C:11]([O:12][CH2:13][CH3:14])=[O:15])[CH2:6][CH:7]2[CH2:8][CH:9]1[CH3:10].[ClH:22].[K+:20].[K+:21]>>[CH3:1][N:2]1[CH:3]2[CH2:4][NH:5][CH2:6][CH:7]2[CH2:8][CH:9]1[CH3:10]. Starting materials: BrCBr, [Cl-], [Na+], [OH-], O, O=Cc1cccc(O)c1O. The product is O=Cc1cccc2c1OCO2. As a reaction SMILES: [CH2:13]([Br:14])[Br:15].[Cl-:16].[Na+:12].[OH-:11].[OH2:17].[OH:1][c:2]1[c:3]([CH:4]=[O:5])[cH:6][cH:7][cH:8][c:9]1[OH:10]>>[O:1]1[c:2]2[c:3]([CH:4]=[O:5])[cH:6][cH:7][cH:8][c:9]2[O:10][CH2:13]1.